This data is from the Open Reaction Database (ORD), a public repository of structured organic reaction records. The task is: describe an organic reaction: reactants, conditions, products, and yield The reactants are CC1=NC=CC(=C1)NC(=O)C1=NC(=CC=C1NC=1C=NC=CC1)C (6-Methyl-3-(pyridin-3-ylamino)-pyridine-2-carboxylic acid (2-methyl-pyridin-4-yl)-amide), BrC1=CC(=CC=C1)F (1-Bromo-3-fluorobenzene). Yields the product CC1=NC=CC(=C1)NC(=O)C1=NC(=CC=C1NC1=CC(=CC=C1)F)C (3-(3-Fluoro-phenylamino)-6-methyl-pyridine-2-carboxylic acid (2-methyl-pyridin-4-yl)-amide). RXN SMILES: [CH3:1][C:2]1[CH:7]=[C:6]([NH:8][C:9]([C:11]2[C:16]([NH:17][C:18]3[CH:19]=N[CH:21]=[CH:22][CH:23]=3)=[CH:15][CH:14]=[C:13]([CH3:24])[N:12]=2)=[O:10])[CH:5]=[CH:4][N:3]=1.BrC1C=CC=[C:28]([F:32])C=1>>[CH3:1][C:2]1[CH:7]=[C:6]([NH:8][C:9]([C:11]2[C:16]([NH:17][C:18]3[CH:23]=[CH:22][CH:21]=[C:28]([F:32])[CH:19]=3)=[CH:15][CH:14]=[C:13]([CH3:24])[N:12]=2)=[O:10])[CH:5]=[CH:4][N:3]=1. Reported procedure: The title compound, was prepared from 3-Amino-6-methyl-pyridine-2-carboxylic acid (2-methyl-pyridin-4-yl)-amide (example 5) in accordance with the general method of example 20 using 1-Bromo-3-fluorobenzene instead of 3-Bromo-4-methylpyridine to yield the final compound as a yellow crystalline solid, MS (ISP): m/e=337.3 (M+H+). Reactants: CCCCCC1CCC(C=CCO)CC1, COc1ccc(O)cc1, CCOC(=O)N=NC(=O)OCC, C1CCOC1, c1ccc(P(c2ccccc2)c2ccccc2)cc1. Product: CCCCCC1CCC(C=CCOc2ccc(OC)cc2)CC1. As a reaction SMILES: [CH2:1]([CH2:2][CH2:3][CH2:4][CH3:5])[CH:6]1[CH2:7][CH2:8][CH:9]([CH:12]=[CH:13][CH2:14][OH:15])[CH2:10][CH2:11]1.[CH3:16][O:17][c:18]1[cH:19][cH:20][c:21]([OH:24])[cH:22][cH:23]1.[O:25]=[C:26]([O:27][CH2:28][CH3:29])[N:30]=[N:31][C:32]([O:33][CH2:34][CH3:35])=[O:36].[O:56]1[CH2:57][CH2:58][CH2:59][CH2:60]1.[c:37]1([P:38]([c:39]2[cH:40][cH:41][cH:42][cH:43][cH:44]2)[c:45]2[cH:46][cH:47][cH:48][cH:49][cH:50]2)[cH:51][cH:52][cH:53][cH:54][cH:55]1>>[CH2:1]([CH2:2][CH2:3][CH2:4][CH3:5])[CH:6]1[CH2:7][CH2:8][CH:9]([CH:12]=[CH:13][CH2:14][O:15][c:21]2[cH:20][cH:19][c:18]([O:17][CH3:16])[cH:23][cH:22]2)[CH2:10][CH2:11]1. Reactants: Potassium carbonate K2CO3, C(#N)C=1C=C(CBr)C=CC1 (3-cyano benzylbromide), C(C)OC(C1=CC(=CC(=C1)O)OC1=CC=C(C=C1)C#N)=O (3-(4-cyano phenoxy)-5-hydroxy benzoic acid ethyl ester). The solvent is CN(C)C=O (DMF), CN(C)C=O (DMF). Reaction conditions: time 8 hour. Product: C(C)OC(C1=CC(=CC(=C1)OC1=CC=C(C=C1)C#N)OCC1=CC(=CC=C1)C#N)=O (3-(3-Cyano benzyloxy)-5-(4-cyano phenoxy)benzoic Acid Ethyl Ester). The yield is 81.0%. Reaction SMILES: [C:1]([C:3]1[CH:4]=[C:5]([CH:8]=[CH:9][CH:10]=1)[CH2:6]Br)#[N:2].[CH2:11]([O:13][C:14](=[O:31])[C:15]1[CH:20]=[C:19]([OH:21])[CH:18]=[C:17]([O:22][C:23]2[CH:28]=[CH:27][C:26]([C:29]#[N:30])=[CH:25][CH:24]=2)[CH:16]=1)[CH3:12]>CN(C=O)C>[CH2:11]([O:13][C:14](=[O:31])[C:15]1[CH:16]=[C:17]([O:22][C:23]2[CH:28]=[CH:27][C:26]([C:29]#[N:30])=[CH:25][CH:24]=2)[CH:18]=[C:19]([O:21][CH2:6][C:5]2[CH:8]=[CH:9][CH:10]=[C:3]([C:1]#[N:2])[CH:4]=2)[CH:20]=1)[CH3:12]. Procedure: Potassium carbonate K2CO3 0.44 g (3.18 mmol) followed by 3-cyano benzylbromide 0.31 g (1.58 mmol) in 2 ml of DMF were added to a solution of 3-(4-cyano phenoxy)-5-hydroxy benzoic acid ethyl ester 0.45 g (1.58 mmol) in 7 ml of DMF at 20° C. The reaction mixture was allowed to attain RT and stirred overnight. The reaction mixture was quenched with ice cold water, extracted with ethyl acetate. The organic layer was washed with water followed by brine, dried over anhydrous sodium sulphate and concen... The reactants are NN (hydrazine), FC1([C@H]2C[C@@H]([C@@H](C1)C2)N2C(C1=CC=CC=C1C2=O)=O)F (2-((1R,2S,4R)-5,5-difluorobicyclo[2.2.1]-heptan-2-yl)isoindoline-1,3-dione), Cl (hydrochloric acid). The solvent is C(C)O (ethanol). Conditions: temperature 60 celsius, time 1.5 hour. Yields the product Cl.FC1([C@H]2C[C@@H]([C@@H](C1)C2)N)F ((1R,2S,4R)-5,5-Difluorobicyclo[2.2.1]heptan-2-amine hydrochloride). RXN SMILES: [F:1][C:2]1([F:20])[CH2:7][C@H:6]2[CH2:8][C@@H:3]1[CH2:4][C@@H:5]2[N:9]1C(=O)C2C(=CC=CC=2)C1=O.NN.[ClH:23]>C(O)C>[ClH:23].[F:1][C:2]1([F:20])[CH2:7][C@H:6]2[CH2:8][C@@H:3]1[CH2:4][C@@H:5]2[NH2:9] |f:4.5|. Reported procedure: To a suspension of 2-((1R,2S,4R)-5,5-difluorobicyclo[2.2.1]-heptan-2-yl)isoindoline-1,3-dione (0.58 g, 2.09 mmol) in ethanol (anhydrous, 30 mL) was added hydrazine (0.10 mL, 3.14 mmol). After refluxing this mixture under nitrogen for 5 h, it was cooled in an ice bath, and hydrochloric acid (37%, 0.50 mL) was added. After stirring at 60° C. for 1.5 h, the mixture was cooled to ambient temperature. After the white solid was removed by filtration, the filter cake was washed with methanol, and the f... Reactants: CN(/C=C/C(=O)C1=NN(C=CC1=O)C1=CC(=CC=C1)OC(F)(F)F)C (3-((E)-3-dimethylamino-acryloyl)-1-(3-trifluoromethoxy-phenyl)-1H-pyridazin-4-one), BrC1=C(C=CC(=C1)F)NN ((2-bromo-4-fluoro-phenyl)-hydrazine). Product: BrC1=C(C=CC(=C1)F)N1N=CC=C1C1=NN(C=CC1=O)C1=CC(=CC=C1)OC(F)(F)F (3-[2-(2-Bromo-4-fluoro-phenyl)-2H-pyrazol-3-yl]-1-(3-trifluoromethoxy-phenyl)-1H-pyridazin-4-one). RXN SMILES: C[N:2](C)/[CH:3]=[CH:4]/[C:5]([C:7]1[C:12](=[O:13])[CH:11]=[CH:10][N:9]([C:14]2[CH:19]=[CH:18][CH:17]=[C:16]([O:20][C:21]([F:24])([F:23])[F:22])[CH:15]=2)[N:8]=1)=O.[Br:26][C:27]1[CH:32]=[C:31]([F:33])[CH:30]=[CH:29][C:28]=1[NH:34]N>>[Br:26][C:27]1[CH:32]=[C:31]([F:33])[CH:30]=[CH:29][C:28]=1[N:34]1[C:5]([C:7]2[C:12](=[O:13])[CH:11]=[CH:10][N:9]([C:14]3[CH:19]=[CH:18][CH:17]=[C:16]([O:20][C:21]([F:24])([F:23])[F:22])[CH:15]=3)[N:8]=2)=[CH:4][CH:3]=[N:2]1. Procedure: Reaction of 3-((E)-3-dimethylamino-acryloyl)-1-(3-trifluoromethoxy-phenyl)-1H-pyridazin-4-one (A-6) and (2-bromo-4-fluoro-phenyl)-hydrazine according to example 43 gave the desired product. MS: M=496.9 (M+H)+